describe an organic reaction: reactants, conditions, products, and yield From a dataset of the Open Reaction Database (ORD), a public repository of structured organic reaction records. Yields the product COC(C1=CC(=C(C=C1)NCC)[N+](=O)[O-])=O (4-Ethylamino-3-nitro-benzoic acid methyl ester). The solvent is CN(C)C=O (DMF). The reactants are ClC1=C(C=C(C(=O)OC)C=C1)[N+](=O)[O-] (methyl 4-chloro-3-nitrobenzoate), CCN(C(C)C)C(C)C (DIEA), Cl.C(C)N (ethylamine hydrochloride salt). RXN SMILES: Cl[C:2]1[CH:11]=[CH:10][C:5]([C:6]([O:8][CH3:9])=[O:7])=[CH:4][C:3]=1[N+:12]([O-:14])=[O:13].[CH3:15][CH2:16][N:17](C(C)C)C(C)C.Cl.C(N)C>CN(C=O)C>[CH3:9][O:8][C:6](=[O:7])[C:5]1[CH:10]=[CH:11][C:2]([NH:17][CH2:16][CH3:15])=[C:3]([N+:12]([O-:14])=[O:13])[CH:4]=1 |f:2.3|. Procedure: 4-Ethylamino-3-nitro-benzoic acid methyl ester (8.3 g) was prepared by following General Procedure A starting from methyl 4-chloro-3-nitrobenzoate (10.0 g), DIEA (1.6 mL) and ethylamine hydrochloride salt (4.5 g) in DMF (50.0 mL). The crude product was used in the next step without further purification. The reactants are CC1=C(C=CC=C1)NC1=NC2=CC=CC=C2C(N1)=O (2-(2-Methylphenylamino)-4-quinazolone), P(=O)(Cl)(Cl)Cl (phosphoryl chloride), CN(C1=CC=CC=C1)C (N,N-dimethylaniline). The product is Cl.ClC1=NC(=NC2=CC=CC=C12)NC1=C(C=CC=C1)C (4-chloro-2-(2-methylphenylamino)quinazoline hydrochloride). The yield is 95.5%. As a reaction SMILES: [CH3:1][C:2]1[CH:7]=[CH:6][CH:5]=[CH:4][C:3]=1[NH:8][C:9]1[NH:18][C:17](=O)[C:16]2[C:11](=[CH:12][CH:13]=[CH:14][CH:15]=2)[N:10]=1.P(Cl)(Cl)([Cl:22])=O.CN(C)C1C=CC=CC=1>>[ClH:22].[Cl:22][C:17]1[C:16]2[C:11](=[CH:12][CH:13]=[CH:14][CH:15]=2)[N:10]=[C:9]([NH:8][C:3]2[CH:4]=[CH:5][CH:6]=[CH:7][C:2]=2[CH3:1])[N:18]=1 |f:3.4|. Procedure: 2-(2-Methylphenylamino)-4-quinazolone (5.0 g, 0.0198 mol) was dissolved in phosphoryl chloride (20 ml, 0.216 mol) and N,N-dimethylaniline (3.5 ml, 0.025 mol) and refluxed for 3/4 hours. The reaction mixture was poured onto ice/N NaoH (100 ml) and the precipitate washed and dried to give 4-chloro-2-(2-methylphenylamino)quinazoline hydrochloride (5.79 g, 95%), used without purification. Starting materials: CN1CCN(C(=O)CBr)CC1, Nc1ccc(O)cc1. Product: CN1CCN(C(=O)COc2ccc(N)cc2)CC1. As a reaction SMILES: [Br:9][CH2:10][C:11](=[O:12])[N:13]1[CH2:14][CH2:15][N:16]([CH3:19])[CH2:17][CH2:18]1.[NH2:1][c:2]1[cH:3][cH:4][c:5]([OH:8])[cH:6][cH:7]1>>[NH2:1][c:2]1[cH:3][cH:4][c:5]([O:8][CH2:10][C:11](=[O:12])[N:13]2[CH2:14][CH2:15][N:16]([CH3:19])[CH2:17][CH2:18]2)[cH:6][cH:7]1. Solvent: O1CCOCC1 (dioxane). RXN SMILES: Br[C:2]1[N:3]=[CH:4][C:5]([NH2:15])=[N:6][C:7]=1[C:8]1[CH:13]=[CH:12][CH:11]=[C:10]([F:14])[CH:9]=1.[Cl:16][C:17]1[CH:18]=[N:19][CH:20]=[CH:21][C:22]=1B(O)O.C(=O)([O-])[O-].[Cs+].[Cs+]>O1CCOCC1>[Cl:16][C:17]1[CH:18]=[N:19][CH:20]=[CH:21][C:22]=1[C:2]1[N:3]=[CH:4][C:5]([NH2:15])=[N:6][C:7]=1[C:8]1[CH:13]=[CH:12][CH:11]=[C:10]([F:14])[CH:9]=1 |f:2.3.4|. The reactants are BrC=1N=CC(=NC1C1=CC(=CC=C1)F)N (5-bromo-6-(3-fluorophenyl)pyrazin-2-amine), ClC=1C=NC=CC1B(O)O ((3-chloropyridin-4-yl)boronic acid), aqueous solution, C([O-])([O-])=O.[Cs+].[Cs+] (cesium carbonate). Product: ClC=1C=NC=CC1C=1N=CC(=NC1C1=CC(=CC=C1)F)N (5-(3-Chloropyridin-4-yl)-6-(3-fluorophenyl)pyrazin-2-amine). Reaction conditions: temperature 150 celsius. Procedure: A microwave oven reactor was charged with 5-bromo-6-(3-fluorophenyl)pyrazin-2-amine (Preparation 1, 0.3 g, 1.11 mmol), (3-chloropyridin-4-yl)boronic acid (212 mg, 1.03 mmol), [1,1′-bis(diphenylphosphino)ferrocene]palladium(II)dichloride dichloromethane complex (1:1) (39 mg, 0.047 mmol), dioxane (8 mL) and a 1.2M aqueous solution of cesium carbonate was added (1.9 mL, 2.39 mmol). The mixture was heated to 150° C. for 10 min in the microwave oven, then cooled, partitioned between water and ethyl a... Yield: 25.2%. Reactants: CC(=C)C=[N+]=[N-] (2-methyl-3-diazo-1-propene), N-(2-methyl-2-propenyl)ethyl carbamate, F[C@@]12[C@]3(CCC(C=C3CC[C@H]1[C@@H]1C[C@H]([C@](C(CO)=O)([C@]1(C[C@@H]2O)C)O)O)=O)C (9-fluoro-11β ,16α ,17,21-tetrahydroxypregn-4-ene-3,20-dione). Run in CO (methanol), CCOCC (ether). Conditions: temperature 0 celsius. Product: F[C@@]12[C@]3(CCC(C=C3CC[C@H]1[C@@H]1C[C@H]([C@](C(CO)=O)([C@]1(C[C@@H]2O)C)O)OCC(=C)C)=O)C (9-fluoro-11β ,17,21-trihydroxy-16α-[(2-methyl-2-propenyl)oxy]pregn-4-ene-3,20-dione). RXN SMILES: [CH3:1][C:2]([CH:4]=[N+]=[N-])=[CH2:3].[F:7][C@:8]12[C@@H:28]([OH:29])[CH2:27][C@@:26]3([CH3:30])[C@@H:18]([CH2:19][C@@H:20]([OH:32])[C@:21]3([OH:31])[C:22](=[O:25])[CH2:23][OH:24])[C@@H:17]1[CH2:16][CH2:15][C:14]1[C@:9]2([CH3:34])[CH2:10][CH2:11][C:12](=[O:33])[CH:13]=1>CCOCC.CO>[F:7][C@:8]12[C@@H:28]([OH:29])[CH2:27][C@@:26]3([CH3:30])[C@@H:18]([CH2:19][C@@H:20]([O:32][CH2:3][C:2]([CH3:4])=[CH2:1])[C@:21]3([OH:31])[C:22](=[O:25])[CH2:23][OH:24])[C@@H:17]1[CH2:16][CH2:15][C:14]1[C@:9]2([CH3:34])[CH2:10][CH2:11][C:12](=[O:33])[CH:13]=1. Procedure: A solution of 2-methyl-3-diazo-1-propene in 250 ml of ether (prepared from 0.2 mole of N-(2-methyl-2-propenyl)ethyl carbamate by the method of J. L. Brewbaker and H. Hart, J. Am. Chem. Soc., 91, 711 (1969) is diluted with 300 ml of methanol and cooled to 0°C. A total of 6.5 g of 9-fluoro-11β ,16α ,17,21-tetrahydroxypregn-4-ene-3,20-dione, 16,17-cycloborate is added in portions until the initial red color fades and nitrogen evolution ceases. The solvent is evaporated in vacuo and the residue diss... Starting materials: solution, ClON=CC1=CC(=CC=C1)F (3-fluoro-benzaldehyde-chloro-oxime), CC[O-].[Na+] (NaOEt), C(C(C)C)(=O)CC(=O)OCC (ethyl isobutyrylacetate). Solvent: CCO (EtOH), CCO (EtOH), CCO (EtOH). Conditions: time 40 minute. Product: C(C)OC(=O)C=1C(=NOC1C(C)C)C1=CC(=CC=C1)F (5-Isopropyl-3-(3-fluoro-phenyl)-isoxazole-4-carboxylic acid ethyl ester). RXN SMILES: CC[O-].[Na+].[C:5]([CH2:10][C:11]([O:13][CH2:14][CH3:15])=[O:12])(=[O:9])[CH:6]([CH3:8])[CH3:7].ClO[N:18]=[CH:19][C:20]1[CH:25]=[CH:24][CH:23]=[C:22]([F:26])[CH:21]=1>CCO>[CH2:14]([O:13][C:11]([C:10]1[C:19]([C:20]2[CH:25]=[CH:24][CH:23]=[C:22]([F:26])[CH:21]=2)=[N:18][O:9][C:5]=1[CH:6]([CH3:8])[CH3:7])=[O:12])[CH3:15] |f:0.1|. Procedure details: To a stirred solution of 3.39 g (53 mmol) of NaOEt in 30 mL of EtOH, at 0° C., was added dropwise 8.56 mL (53 mmol) of ethyl isobutyrylacetate (commercially available) in 10 mL of EtOH. The reaction mixture was stirred at room temperature for 40 minutes, and then 8.68 g (0.05 mol) solution of 3-fluoro-benzaldehyde-chloro-oxime (Prepared according to: J. Agric. Food Chem. 1995, 43, 219-228.) in 30 mL of EtOH was added dropwise in an ice-bath and the resulting suspension was stirred at room temper... Reactants: C([O-])([O-])=O.[K+].[K+] (potassium carbonate), [Si](C)(C)(C(C)(C)C)OC[C@@H]1[C@H]2CC(O[C@H]2C[C@H]1OC(C1=CC=CC=C1)=O)=O ((1S,5R,6S,7R)-6-tert-Butyldimethylsilyloxymethyl-7-benzoyloxy-2-oxabicyclo[3.3.0]octan-3-one), Cl (hydrochloric acid). Solvent: CO (MeOH). Run at time 3 hour. The product is [Si](C)(C)(C(C)(C)C)OC[C@@H]1[C@H]2CC(O[C@H]2C[C@H]1O)=O ((1S,5R,6S,7R)-6-tert-Butyldimethylsilyloxymethyl-7-hydroxy-2-oxabicyclo[3.3.0]octan-3-one). Yield: 76.4%. As a reaction SMILES: C(=O)([O-])[O-].[K+].[K+].[Si:7]([O:14][CH2:15][C@H:16]1[C@H:23]([O:24]C(=O)C2C=CC=CC=2)[CH2:22][C@H:21]2[C@@H:17]1[CH2:18][C:19](=[O:33])[O:20]2)([C:10]([CH3:13])([CH3:12])[CH3:11])([CH3:9])[CH3:8].Cl>CO>[Si:7]([O:14][CH2:15][C@H:16]1[C@H:23]([OH:24])[CH2:22][C@H:21]2[C@@H:17]1[CH2:18][C:19](=[O:33])[O:20]2)([C:10]([CH3:13])([CH3:12])[CH3:11])([CH3:9])[CH3:8] |f:0.1.2|. Reported procedure: 1.845 g of anhydrous potassium carbonate is introduced into a solution of 11.716 g of the silyl ether produced in Example 1 in 122 ml of absolute MeOH, and the mixture is agitated under argon for 3 hours. The reaction solution is then cooled in an ice bath and gently combined dropwise with 1.86 ml of concentrated hydrochloric acid. Excess methanol is extensively concentrated under vacuum at room temperature, the residue is combined with 300 ml of methylene chloride, and the solution is dried ove... The reactants are FC1=CC=C(C=C1)C1=NC2=CC(=C(C=C2N=C1N(C(C)C)C)C(=O)OC)OC (methyl 2-(4-fluorophenyl)-7-methoxy-3-[methyl(propan-2-yl)amino]quinoxaline-6-carboxylate), [OH-].[Na+] (sodium hydroxide). The solvent is CO (methanol), O (water). Run at time 8 hour. Yields the product FC1=CC=C(C=C1)C1=NC2=CC(=C(C=C2N=C1N(C(C)C)C)C(=O)O)OC (2-(4-fluorophenyl)-7-methoxy-3-[methyl(propan-2-yl)amino]quinoxaline-6-carboxylic acid). The yield is 33.4%. As a reaction SMILES: [F:1][C:2]1[CH:7]=[CH:6][C:5]([C:8]2[C:17]([N:18]([CH3:22])[CH:19]([CH3:21])[CH3:20])=[N:16][C:15]3[C:10](=[CH:11][C:12]([O:27][CH3:28])=[C:13]([C:23]([O:25]C)=[O:24])[CH:14]=3)[N:9]=2)=[CH:4][CH:3]=1.[OH-].[Na+]>CO.O>[F:1][C:2]1[CH:7]=[CH:6][C:5]([C:8]2[C:17]([N:18]([CH3:22])[CH:19]([CH3:21])[CH3:20])=[N:16][C:15]3[C:10](=[CH:11][C:12]([O:27][CH3:28])=[C:13]([C:23]([OH:25])=[O:24])[CH:14]=3)[N:9]=2)=[CH:4][CH:3]=1 |f:1.2|. Procedure: To a solution of methyl 2-(4-fluorophenyl)-7-methoxy-3-[methyl(propan-2-yl)amino]quinoxaline-6-carboxylate (120 mg, 0.31 mmol) in methanol (30 mL) and water (1.0 mL) was added sodium hydroxide (50 mg, 1.25 mmol) with stirring overnight at room temperature. The reaction mixture was concentrated in vacuo, dissolved in water (30 mL), and adjusted to pH 5 with hydrochloric acid (3N) to give the precipitate, which was collected by filtration to afford 2-(4-fluorophenyl)-7-methoxy-3-[methyl(propan-2-y... Reactants: ClCCl, O=C(O)C(F)(F)F, [O-][n+]1nc(NCCN2CCCCC2)nc2cc3c(cc21)CCC3, N, OO. Yields the product [O-][n+]1nc(NCCN2CCCCC2)[n+]([O-])c2cc3c(cc21)CCC3. As a reaction SMILES: [Cl:33][CH2:34][Cl:35].[F:26][C:27]([F:28])([F:30])[C:31](=[O:29])[OH:32].[N:3]1([CH2:9][CH2:10][NH:11][c:12]2[n:13][n+:14]([O-:25])[c:15]3[c:16]([n:17]2)[cH:18][c:19]2[c:23]([cH:24]3)[CH2:22][CH2:21][CH2:20]2)[CH2:4][CH2:5][CH2:6][CH2:7][CH2:8]1.[NH3:36].[OH:1][OH:2]>>[N:3]1([CH2:9][CH2:10][NH:11][c:12]2[n:13][n+:14]([O-:25])[c:15]3[c:16]([n+:17]2[O-:29])[cH:18][c:19]2[c:23]([cH:24]3)[CH2:22][CH2:21][CH2:20]2)[CH2:4][CH2:5][CH2:6][CH2:7][CH2:8]1. Starting materials: IC1=CC=C(C=C1)[N+](=O)[O-] (1-iodo-4-nitrobenzene), C(C#C)(=O)OCC (ethyl propiolate). Product: [N+](=O)([O-])C1=CC=C(C=C1)C#CC(=O)OCC (ethyl 3-(4-nitrophenyl)propiolate). RXN SMILES: I[C:2]1[CH:7]=[CH:6][C:5]([N+:8]([O-:10])=[O:9])=[CH:4][CH:3]=1.[C:11]([O:15][CH2:16][CH3:17])(=[O:14])[C:12]#[CH:13]>>[N+:8]([C:5]1[CH:6]=[CH:7][C:2]([C:13]#[C:12][C:11]([O:15][CH2:16][CH3:17])=[O:14])=[CH:3][CH:4]=1)([O-:10])=[O:9]. Procedure: According to the method of (Reference Example 3), from 1-iodo-4-nitrobenzene (5.0 g) and ethyl propiolate (6.1 mL), the subject compound (2.94 g) was obtained as a pale yellow solid.